Task: describe an organic reaction: reactants, conditions, products, and yield. Dataset: the Open Reaction Database (ORD), a public repository of structured organic reaction records Reactants: C(C1=CC=CC=C1)(=O)O (benzoic acid), [F-].C(CCC)[N+](CCCC)(CCCC)CCCC (tetra-n-butylammonium fluoride), 1S, COC(=O)C=1C2C(C(OC1)OC(NC)=O)C=CC2 (1-(methylcarbamoyloxy)-1,4a,5,7a-tetrahydrocyclopenta [c] pyrane-4-carboxylic acid methylester). Run in O1CCCC1 (tetrahydrofuran). Reaction conditions: time 24 hour. Product: hexane-ether, COC(=O)C=1[C@@H]2[C@@H]([C@@H](OC1)OC(NC)=O)C(=CC2)CO ((1S,4aS,7aR)-7-(hydroxy-methyl)-1-(methylcarbamoyloxy)-1,4a,5,7a-tetrahydrocyclopenta [c] pyrane-4-carboxylic acid methylester). Isolated yield 98.4%. As a reaction SMILES: [CH3:1][O:2][C:3]([C:5]1[CH:6]2[CH2:18][CH:17]=[CH:16][CH:7]2[CH:8]([O:11][C:12](=[O:15])[NH:13][CH3:14])[O:9][CH:10]=1)=[O:4].[C:19](O)(=[O:26])C1C=CC=CC=1.[F-].C([N+](CCCC)(CCCC)CCCC)CCC>O1CCCC1>[CH3:1][O:2][C:3]([C:5]1[C@H:6]2[CH2:18][CH:17]=[C:16]([CH2:19][OH:26])[C@@H:7]2[C@H:8]([O:11][C:12](=[O:15])[NH:13][CH3:14])[O:9][CH:10]=1)=[O:4] |f:2.3|. Procedure details: 28.5 g of the above (1S, 4aS, 7aR )-7-(tert-butyldiemthylsilyloxymethyl)-1-(methylcarbamoyloxy)-1,4a,5,7a-tetrahydrocyclopenta [c] pyrane-4-carboxylic acid methylester were dissolved in tetrahydrofuran followed by addition of 35 g of benzoic acid. Next, 143 ml of tetra-n-butylammonium fluoride (1.0 M, tetrahydrofuran solution) were dropped in followed by stirring for 24 hours at room temperature. The reaction mixture was then extracted with ethyl acetate. After washing the organic phase with sat...